This data is from the Open Reaction Database (ORD), a public repository of structured organic reaction records. The task is: describe an organic reaction: reactants, conditions, products, and yield Starting materials: CCCCCCCCCCBr, [Mg]. Product: [Br-], CCCCCCCCCC[Mg+]. RXN SMILES: [Br:2][CH2:3][CH2:4][CH2:5][CH2:6][CH2:7][CH2:8][CH2:9][CH2:10][CH2:11][CH3:12].[Mg:1]>>[Br-:2].[Mg+:1][CH2:3][CH2:4][CH2:5][CH2:6][CH2:7][CH2:8][CH2:9][CH2:10][CH2:11][CH3:12].